Dataset: the Open Reaction Database (ORD), a public repository of structured organic reaction records. Task: describe an organic reaction: reactants, conditions, products, and yield The reactants are CNC(C)C(=O)O, CN1CCOCC1, Cl, Nc1c(C(=O)O)cc(C(F)(F)F)cc1[N+](=O)[O-], C1CCOC1, O, On1ncc2ncccc21. Yields the product CC(C(=O)O)N(C)C(=O)c1cc(C(F)(F)F)cc([N+](=O)[O-])c1N. As a reaction SMILES: [CH3:19][NH:20][CH:21]([CH3:22])[C:23](=[O:24])[OH:25].[CH3:37][N:38]1[CH2:39][CH2:40][O:41][CH2:42][CH2:43]1.[ClH:18].[NH2:1][c:2]1[c:3]([C:4](=[O:5])[OH:6])[cH:7][c:8]([C:14]([F:15])([F:16])[F:17])[cH:9][c:10]1[N+:11](=[O:12])[O-:13].[O:44]1[CH2:45][CH2:46][CH2:47][CH2:48]1.[OH2:26].[OH:27][n:28]1[c:29]2[cH:30][cH:31][cH:32][n:33][c:34]2[cH:35][n:36]1>>[NH2:1][c:2]1[c:3]([C:4](=[O:6])[N:20]([CH3:19])[CH:21]([CH3:22])[C:23](=[O:24])[OH:25])[cH:7][c:8]([C:14]([F:15])([F:16])[F:17])[cH:9][c:10]1[N+:11](=[O:12])[O-:13]. Starting materials: C1CCOC1, COc1cc2ncnc(Oc3cccc(N)c3)c2cc1OC, O=C=Nc1ccc(Cl)cc1. Yields the product COc1cc2ncnc(Oc3cccc(NC(=O)Nc4ccc(Cl)cc4)c3)c2cc1OC. Reaction SMILES: [CH2:33]1[O:34][CH2:35][CH2:36][CH2:37]1.[CH3:1][O:2][c:3]1[cH:4][c:5]2[c:6]([O:15][c:16]3[cH:17][c:18]([NH2:19])[cH:20][cH:21][cH:22]3)[n:7][cH:8][n:9][c:10]2[cH:11][c:12]1[O:13][CH3:14].[Cl:23][c:24]1[cH:25][cH:26][c:27]([N:30]=[C:31]=[O:32])[cH:28][cH:29]1>>[CH3:1][O:2][c:3]1[cH:4][c:5]2[c:6]([O:15][c:16]3[cH:17][c:18]([NH:19][C:31]([NH:30][c:27]4[cH:26][cH:25][c:24]([Cl:23])[cH:29][cH:28]4)=[O:32])[cH:20][cH:21][cH:22]3)[n:7][cH:8][n:9][c:10]2[cH:11][c:12]1[O:13][CH3:14]. Reaction conditions: temperature 25 celsius, time 2 hour. The reactants are O=C(O)/C=C/c1ccccc1, CC(=O)c1ccc(N)cc1. Yields the product CC(=O)c1ccc(NC(=O)/C=C/c2ccccc2)cc1. Yield: 3.2%. The reagents and catalysts are [B-](F)(F)(F)F.CN(C)C(=[N+](C)C)ON1C(=O)C2=CC=CC=C2N=N1 (TDBTU), CCN(C(C)C)C(C)C (DIPEA). Run in CN(C)C=O (DMF), CN(C)C=O (DMF), CN(C)C=O (DMF), CN(C)C=O (DMF), CN(C)C=O (DMF), CN(C)C=O (DMF). Reaction SMILES: CC(=O)c1ccc(N)cc1.O=C(O)/C=C/c1ccccc1.[B-](F)(F)(F)F.CN(C)C(=[N+](C)C)ON1C(=O)C2=CC=CC=C2N=N1.CCN(C(C)C)C(C)C.CN(C)C=O>>CC(=O)c1ccc(NC(=O)/C=C/c2ccccc2)cc1. Reactants: C(C1=CC=CC=C1)(=O)OCC(O)CO (1-benzoyl glycerol), NaIO4, [O-]S(=O)(=O)[O-].[Mg+2] (MgSO4). Run in C(Cl)Cl (CH2Cl2), O (H2O). Run at time 2 hour. Product: C1(=CC=CC=C1)C(=O)OCC=O (C6H5COOCH2CHO). As a reaction SMILES: [C:1]([O:9][CH2:10][CH:11](CO)[OH:12])(=[O:8])[C:2]1[CH:7]=[CH:6][CH:5]=[CH:4][CH:3]=1.[O-]S([O-])(=O)=O.[Mg+2]>C(Cl)Cl.O>[C:2]1([C:1]([O:9][CH2:10][CH:11]=[O:12])=[O:8])[CH:7]=[CH:6][CH:5]=[CH:4][CH:3]=1 |f:1.2|. Procedure details: This known intermediate was prepared by a previously unreported method from the known 1-benzoyl glycerol. Thus, 50 g of the latter in a mixture of 500 ml of CH2Cl2 and 25 ml of H2O was treated portion-wise with 80 g of NaIO4 under vigorous stirring at room temperature. After addition, stirring was continued for 2 h after which time 100 g of MgSO4 was added and stirring continued for 30 min. The mixture was filtered, the filtrate evaporated in vacuo and the residue distilled in vacuo to yield 26 ... Reactants: BrB(Br)Br, COc1cc(N)ccc1C(=O)O. Product: Nc1ccc(C(=O)O)c(O)c1. RXN SMILES: [B:13]([Br:14])([Br:15])[Br:16].[CH3:1][O:2][c:3]1[c:4]([C:5](=[O:6])[OH:7])[cH:8][cH:9][c:10]([NH2:12])[cH:11]1>>[OH:2][c:3]1[c:4]([C:5](=[O:6])[OH:7])[cH:8][cH:9][c:10]([NH2:12])[cH:11]1. The reactants are Example 59 ( a ), C(C)(=O)OC(C)C1=CC=2C(CCC(C2C=C1)(C)C)(C)C (acetoxy-1-(5,6,7,8-tetrahydro-5,5,8,8-tetramethyl-2-naphthyl)ethane), [OH-].[Na+] (sodium hydroxide). The solvent is CO (methanol). Reaction conditions: time 24 hour. Yields the product CC1(C=2C=CC(=CC2C(CC1)(C)C)C(C)O)C ((-)-1-(5,6,7,8-tetrahydro-5,5,8,8-tetramethyl -2-naphthyl)ethanol). The yield is 93.0%. RXN SMILES: C([O:4][CH:5]([C:7]1[CH:16]=[CH:15][C:14]2[C:13]([CH3:18])([CH3:17])[CH2:12][CH2:11][C:10]([CH3:20])([CH3:19])[C:9]=2[CH:8]=1)[CH3:6])(=O)C.[OH-].[Na+]>CO>[CH3:18][C:13]1([CH3:17])[CH2:12][CH2:11][C:10]([CH3:19])([CH3:20])[C:9]2[CH:8]=[C:7]([CH:5]([OH:4])[CH3:6])[CH:16]=[CH:15][C:14]1=2 |f:1.2|. Reported procedure: 2.2 g (8 mmol), obtained in Example 59 (a), of acetoxy-1-(5,6,7,8-tetrahydro-5,5,8,8-tetramethyl-2-naphthyl)ethane, dissolved in 20 ml of methanol, are treated with 1.6 g of sodium hydroxide and left stirring for 24 h at room temperature. After evaporation and acidification with 1N HCl, the precipitate is extracted with ethyl ether to yield 1.75 g (93%) of the expected alcohol, melting point 61°-2° C. (αD =-27.2°; c=1, ethanol). Starting materials: C(C)(C)OC(C)C (diisopropyl ether), C(C)OCC (diethyl ether), [N+](=[N-])=C (diazomethane), FC1=C(C=CC(=C1)F)NC1=C(C(=O)CC(=O)OCC)C=C(C(=N1)O)F (ethyl 2-[2-(2,4-difluorophenylamino)-5-fluoro-6-hydroxynicotinoyl]acetate). Solvent: C(C)(=O)OCC (ethyl acetate), C(C)(=O)O (acetic acid). Yields the product FC1=C(C=CC(=C1)F)NC1=C(C(=O)CC(=O)OCC)C=C(C(=N1)OC)F (ethyl 2-[2-(2,4-difluorophenylamino)-5-fluoro-6-methoxynicotinoyl]acetate). Isolated yield 77.0%. As a reaction SMILES: [F:1][C:2]1[CH:7]=[C:6]([F:8])[CH:5]=[CH:4][C:3]=1[NH:9][C:10]1[N:23]=[C:22]([OH:24])[C:21]([F:25])=[CH:20][C:11]=1[C:12]([CH2:14][C:15]([O:17][CH2:18][CH3:19])=[O:16])=[O:13].[CH2:26](OCC)C.[N+](=C)=[N-].C(OC(C)C)(C)C>C(OCC)(=O)C.C(O)(=O)C>[F:1][C:2]1[CH:7]=[C:6]([F:8])[CH:5]=[CH:4][C:3]=1[NH:9][C:10]1[N:23]=[C:22]([O:24][CH3:26])[C:21]([F:25])=[CH:20][C:11]=1[C:12]([CH2:14][C:15]([O:17][CH2:18][CH3:19])=[O:16])=[O:13]. Reported procedure: In 2 ml of ethyl acetate was dissolved 100 mg of ethyl 2-[2-(2,4-difluorophenylamino)-5-fluoro-6-hydroxynicotinoyl]acetate, and a diethyl ether solution containing 15 mg of diazomethane was added thereto with ice-cooling, after which the resulting mixture was subjected to reaction at room temperature for 30 minutes. Subsequently, acetic acid was added to the reaction mixture until foaming was not caused in the reaction mixture. The solvent was then removed by distillation under reduced pressure ...